From a dataset of the Open Reaction Database (ORD), a public repository of structured organic reaction records. describe an organic reaction: reactants, conditions, products, and yield Reactants: Nc1cc(C(F)(F)F)ccc1Br, O=C([O-])[O-], Cc1ccccc1, I[Cu]I, [K+], [K+], O=C1CCCN1. Product: Nc1cc(C(F)(F)F)ccc1N1CCCC1=O. RXN SMILES: [Br:1][c:2]1[c:3]([NH2:4])[cH:5][c:6]([C:9]([F:10])([F:11])[F:12])[cH:7][cH:8]1.[C:19](=[O:20])([O-:21])[O-:22].[CH3:28][c:29]1[cH:30][cH:31][cH:32][cH:33][cH:34]1.[Cu:25]([I:26])[I:27].[K+:23].[K+:24].[NH:13]1[C:14](=[O:18])[CH2:15][CH2:16][CH2:17]1>>[c:2]1([N:13]2[C:14](=[O:18])[CH2:15][CH2:16][CH2:17]2)[c:3]([NH2:4])[cH:5][c:6]([C:9]([F:10])([F:11])[F:12])[cH:7][cH:8]1. The reactants are [Al+3], C1CCOC1, COc1ccc2c(C(=O)c3ccc(OCCN4CCCCC4)cc3)c(Cc3ccc(F)cc3)ccc2c1, [H-], [H-], [H-], [H-], [Li+]. Yields the product COc1ccc2c(C(O)c3ccc(OCCN4CCCCC4)cc3)c(Cc3ccc(F)cc3)ccc2c1. RXN SMILES: [Al+3:2].[CH2:44]1[O:45][CH2:46][CH2:47][CH2:48]1.[F:7][c:8]1[cH:9][cH:10][c:11]([CH2:12][c:13]2[c:14]([C:25](=[O:26])[c:27]3[cH:28][cH:29][c:30]([O:33][CH2:34][CH2:35][N:36]4[CH2:37][CH2:38][CH2:39][CH2:40][CH2:41]4)[cH:31][cH:32]3)[c:15]3[cH:16][cH:17][c:18]([O:23][CH3:24])[cH:19][c:20]3[cH:21][cH:22]2)[cH:42][cH:43]1.[H-:1].[H-:4].[H-:5].[H-:6].[Li+:3]>>[F:7][c:8]1[cH:9][cH:10][c:11]([CH2:12][c:13]2[c:14]([CH:25]([OH:26])[c:27]3[cH:28][cH:29][c:30]([O:33][CH2:34][CH2:35][N:36]4[CH2:37][CH2:38][CH2:39][CH2:40][CH2:41]4)[cH:31][cH:32]3)[c:15]3[cH:16][cH:17][c:18]([O:23][CH3:24])[cH:19][c:20]3[cH:21][cH:22]2)[cH:42][cH:43]1. Product: COc1ncccc1C(F)(F)F. As a reaction SMILES: [CH3:12][O-:13].[CH3:15][OH:16].[Cl:1][c:2]1[n:3][cH:4][cH:5][cH:6][c:7]1[C:8]([F:9])([F:10])[F:11].[Na+:14]>>[c:2]1([O:13][CH3:12])[n:3][cH:4][cH:5][cH:6][c:7]1[C:8]([F:9])([F:10])[F:11]. Starting materials: C[O-], CO, FC(F)(F)c1cccnc1Cl, [Na+].